Dataset: the Open Reaction Database (ORD), a public repository of structured organic reaction records. Task: describe an organic reaction: reactants, conditions, products, and yield The reactants are NCCCC=1NC=CN1 (2-(3-aminopropyl)imidazole), C1(=C(C(=C(C(=C1F)F)F)N)F)N.Cl.Cl (dihydrochloride), S(=O)(=O)([O-])[O-].CSC(=[NH2+])N.CSC(=[NH2+])N (S-methylthiouronium sulphate). Solvent: O (water). Product: O.S(=O)(=O)(O)O.N1C(=NC=C1)CCCNC(=N)N (3-(2-imidazolyl)propylguanidine sulphate monohydrate). RXN SMILES: [NH2:1][CH2:2][CH2:3][CH2:4][C:5]1[NH:6][CH:7]=[CH:8][N:9]=1.C1(N)C(F)=C(F)C(F)=C(N)C=1F.Cl.Cl.[S:24]([O-:28])([O-:27])(=[O:26])=[O:25].CS[C:31]([NH2:33])=[NH2+:32].CSC(N)=[NH2+]>O>[OH2:25].[S:24]([OH:28])([OH:27])(=[O:26])=[O:25].[NH:6]1[CH:7]=[CH:8][N:9]=[C:5]1[CH2:4][CH2:3][CH2:2][NH:1][C:31]([NH2:33])=[NH:32] |f:1.2.3,4.5.6,8.9.10|. Procedure details: A solution of 2-(3-aminopropyl)imidazole, prepared from its dihydrochloride (0.9 g) by means of an ion-exchange resin (OH-), and S-methylthiouronium sulphate (1.26 g) in water (20 ml) is heated under reflux for 18 hours. The product, isolated in a manner similar to that described in Example 1, is recrystallized from aqueous ethanol yielding 3-(2-imidazolyl)propylguanidine sulphate monohydrate, m.p. 260°-262° C (dec.).